Dataset: the Open Reaction Database (ORD), a public repository of structured organic reaction records. Task: describe an organic reaction: reactants, conditions, products, and yield The product is CCOC(=O)c1csc(N2CCCC(CNC(=O)OCc3ccccc3)C2)n1. Starting materials: O=C(NCC1CCCNC1)OCc1ccccc1, CCOC(=O)c1csc(Br)n1, CC#N, [K+], [K+], O=C([O-])[O-]. As a reaction SMILES: [CH2:1]([c:2]1[cH:3][cH:4][cH:5][cH:6][cH:7]1)[O:8][C:9]([NH:10][CH2:11][CH:12]1[CH2:13][NH:14][CH2:15][CH2:16][CH2:17]1)=[O:18].[CH2:25]([CH3:26])[O:27][C:28](=[O:29])[c:30]1[n:31][c:32]([Br:35])[s:33][cH:34]1.[CH3:36][C:37]#[N:38].[K+:19].[K+:20].[O-:21][C:22]([O-:23])=[O:24]>>[CH2:1]([c:2]1[cH:3][cH:4][cH:5][cH:6][cH:7]1)[O:8][C:9]([NH:10][CH2:11][CH:12]1[CH2:13][N:14]([c:32]2[n:31][c:30]([C:28]([O:27][CH2:25][CH3:26])=[O:29])[cH:34][s:33]2)[CH2:15][CH2:16][CH2:17]1)=[O:18]. Reactants: O (water), OC(C(C)NC(=O)C1=CN(C2=NC=C(N=C21)C2=NN(C1=CC(=CC=C21)F)C)COCC[Si](C)(C)C)C2CCOCC2 (2-(6-Fluoro-1-methyl-1H-indazol-3-yl)-5-(2-trimethylsilanyl-ethoxymethyl)-5H-pyrrolo[2,3-b]pyrazine-7-carboxylic acid [2-hydroxy-1-methyl-2-(tetrahydro-pyran-4-yl)-ethyl]-amide), C(CN)N (ethylenediamine), C(Cl)Cl (DCM). The solvent is C(=O)(C(F)(F)F)O (TFA). Reaction conditions: time 8 hour. Yields the product OC(C(C)NC(=O)C1=CNC2=NC=C(N=C21)C2=NN(C1=CC(=CC=C21)F)C)C2CCOCC2 (2-(6-fluoro-1-methyl-1H-indazol-3-yl)-5H-pyrrolo[2,3-b]pyrazine-7-carboxylic acid [2-hydroxy-1-methyl-2-(tetrahydro-pyran-4-yl)-ethyl]-amide). Yield: 83.0%. Reaction SMILES: [OH:1][CH:2]([CH:36]1[CH2:41][CH2:40][O:39][CH2:38][CH2:37]1)[CH:3]([NH:5][C:6]([C:8]1[C:16]2[C:11](=[N:12][CH:13]=[C:14]([C:17]3[C:25]4[C:20](=[CH:21][C:22]([F:26])=[CH:23][CH:24]=4)[N:19]([CH3:27])[N:18]=3)[N:15]=2)[N:10](COCC[Si](C)(C)C)[CH:9]=1)=[O:7])[CH3:4].C(Cl)Cl.C(N)CN.O>C(O)(C(F)(F)F)=O>[OH:1][CH:2]([CH:36]1[CH2:37][CH2:38][O:39][CH2:40][CH2:41]1)[CH:3]([NH:5][C:6]([C:8]1[C:16]2[C:11](=[N:12][CH:13]=[C:14]([C:17]3[C:25]4[C:20](=[CH:21][C:22]([F:26])=[CH:23][CH:24]=4)[N:19]([CH3:27])[N:18]=3)[N:15]=2)[NH:10][CH:9]=1)=[O:7])[CH3:4]. Procedure details: 2-(6-Fluoro-1-methyl-1H-indazol-3-yl)-5-(2-trimethylsilanyl-ethoxymethyl)-5H-pyrrolo[2,3-b]pyrazine-7-carboxylic acid [2-hydroxy-1-methyl-2-(tetrahydro-pyran-4-yl)-ethyl]-amide, diastereomer A (26 mg, 0.034 mmol) was dissolved in a 4:6 solution of TFA:DCM (5.7 mL). After stirring at room temperature overnight, the volatiles were removed under reduced pressure. The crude material was then dissolved in dichloromethane and treated with ethylenediamine (206 mg, 3.43 mmol). After stirring at room tem... Reactants: [OH-].[Na+] (sodium hydroxide), B (borane), FC=1C=C2C=CNC2=CC1C1=CC=CC=C1 (5-fluoro-6-phenyl-1H-indole), C(=O)(C(F)(F)F)O (TFA). The solvent is O (water), C1CCOC1 (THF). Reaction conditions: temperature 0 celsius, time 0.5 hour. Yields the product FC=1C=C2CCNC2=CC1C1=CC=CC=C1 (5-Fluoro-6-phenyl-2,3-dihydro-1H-indole). The yield is 83.9%. Reaction SMILES: B.[F:2][C:3]1[CH:4]=[C:5]2[C:9](=[CH:10][C:11]=1[C:12]1[CH:17]=[CH:16][CH:15]=[CH:14][CH:13]=1)[NH:8][CH:7]=[CH:6]2.C(O)(C(F)(F)F)=O.[OH-].[Na+]>C1COCC1.O>[F:2][C:3]1[CH:4]=[C:5]2[C:9](=[CH:10][C:11]=1[C:12]1[CH:13]=[CH:14][CH:15]=[CH:16][CH:17]=1)[NH:8][CH2:7][CH2:6]2 |f:3.4|. Procedure details: A mixture of 6-bromo-5-fluoro-1H-indole (0.214 g, 1 mmol), phenylboronic acid (0.171 g, 1.4 mmol), sodium carbonate (1.06 g, 10 mmol), Pd(PPh3)4 (0.116 g, 0.1 mmol), 1,2-dimethoxyethane (5 mL) and water (5 mL) was stirred under nitrogen at 85° C. for 18 h. The mixture was partitioned between water (20 mL) and DCM (2×30 mL) and the combined extracts were dried (Na2SO4) and evaporated in vacuo to give an oil. Chromatography (SiO2; gradient elution with 0-50% Et2O in petrol) gave 5-fluoro-6-phenyl-... The yield is 63.7%. Reaction SMILES: C1(C)C=CC(S([CH2:10][N+:11]#[C-:12])(=O)=O)=CC=1.[C:14]([O:20][CH3:21])(=[O:19])[CH:15]=[CH:16][CH2:17][CH3:18].CC(C)([O-])C.[K+]>>[CH2:17]([C:16]1[C:15]([C:14]([O:20][CH3:21])=[O:19])=[CH:10][NH:11][CH:12]=1)[CH3:18] |f:2.3|. Procedure: Using p-toluenesulfonylmethyl isocyanide (10.1 g), methyl 2-pentenoate (6.01 g) and potassium tert-butoxide (7.01 g), a procedure as in Reference Example 39 was performed to give the title compound as pale-yellow crystals (yield 5.05 g, 64%). Yields the product C(C)C=1C(=CNC1)C(=O)OC (Methyl 4-ethyl-1H-pyrrole-3-carboxylate). Reactants: C1(=CC=C(C=C1)S(=O)(=O)C[N+]#[C-])C (p-toluenesulfonylmethyl isocyanide), C(C=CCC)(=O)OC (methyl 2-pentenoate), CC(C)([O-])C.[K+] (potassium tert-butoxide). Reactants: ClC1=CC=C(OC2=NC=C(C=C2)[N+](=O)[O-])C=C1 (4-Chlorophenoxy-5-nitropyridine), [H][H] (hydrogen). The reagents and catalysts are [Pt](=O)=O (platinum dioxide). The solvent is O1CCCC1 (tetrahydrofuran), C(C)(=O)OCC (ethyl acetate). Product: ClC1=CC=C(OC2=NC=C(C=C2)N)C=C1 (4-chlorophenoxy-5-aminopyridine). Isolated yield 94.2%. RXN SMILES: [Cl:1][C:2]1[CH:17]=[CH:16][C:5]([O:6][C:7]2[CH:12]=[CH:11][C:10]([N+:13]([O-])=O)=[CH:9][N:8]=2)=[CH:4][CH:3]=1.[H][H]>O1CCCC1.C(OCC)(=O)C.[Pt](=O)=O>[Cl:1][C:2]1[CH:17]=[CH:16][C:5]([O:6][C:7]2[CH:12]=[CH:11][C:10]([NH2:13])=[CH:9][N:8]=2)=[CH:4][CH:3]=1. Procedure details: 4-Chlorophenoxy-5-nitropyridine (19.9 g) and platinum dioxide (0.1 g) were suspended in a mixture of tetrahydrofuran (100 ml) and ethyl acetate (50 ml), and catalytic reduction was carried out until 5.0 liters of hydrogen were absorbed. After removal of the catalyst by filtration, the solvent was distilled out under reduced pressure. The precipitated crystals were washed with a small amount of ether to give 16.5 g of 4-chlorophenoxy-5-aminopyridine as white crystals. M.P., 87°-88° C. RXN SMILES: [C:24](=[O:25])([O-:26])[O-:27].[CH2:1]([c:2]1[cH:3][cH:4][cH:5][cH:6][cH:7]1)[NH:8][C:9](=[O:10])[c:11]1[c:12]([CH3:23])[n:13][c:14](-[c:16]2[n:17][c:18]([I:22])[cH:19][n:20][cH:21]2)[s:15]1.[CH3:46][O:47][CH3:48].[F:30][C:31]([c:32]1[cH:33][cH:34][c:35]([CH:38]=[CH:39][B:40]([OH:41])[OH:42])[cH:36][cH:37]1)([F:43])[F:44].[Na+:28].[Na+:29].[OH2:45]>>[CH2:1]([c:2]1[cH:3][cH:4][cH:5][cH:6][cH:7]1)[NH:8][C:9](=[O:10])[c:11]1[c:12]([CH3:23])[n:13][c:14](-[c:16]2[n:17][c:18]([CH:39]=[CH:38][c:35]3[cH:34][cH:33][c:32]([C:31]([F:30])([F:43])[F:44])[cH:37][cH:36]3)[cH:19][n:20][cH:21]2)[s:15]1. Product: Cc1nc(-c2cncc(C=Cc3ccc(C(F)(F)F)cc3)n2)sc1C(=O)NCc1ccccc1. Starting materials: O=C([O-])[O-], Cc1nc(-c2cncc(I)n2)sc1C(=O)NCc1ccccc1, COC, OB(O)C=Cc1ccc(C(F)(F)F)cc1, [Na+], [Na+], O. Reactants: FCCN1CCN(CCC1)C(=O)[C@H]1N(C[C@H](C1)SC=1[C@@H]([C@H]2N(C1C(=O)OCC1=CC=C(C=C1)[N+](=O)[O-])C([C@@H]2[C@@H](C)O)=O)C)C(=O)OCC2=CC=C(C=C2)[N+](=O)[O-] (4-nitrobenzyl (1R, 5S, 6S)-2-{(2S, 4S)-2-[4-(2-fluoroethyl)-1-homopiperazinylcarbonyl]-1-(4-nitrobenzyloxycarbonyl)pyrrolidin-4-ylthio}-6-[(1R)-1-hydroxyethyl]-1-methyl-1-carbapen-2-em-3-carboxylate), Cl (hydrochloric acid). Run in O1CCCC1 (tetrahydrofuran), O (water). The product is Cl.FCCN1CCN(CCC1)C(=O)[C@H]1NC[C@H](C1)SC=1[C@@H]([C@H]2N(C1C(=O)O)C([C@@H]2[C@@H](C)O)=O)C ((1R, 5S, 6S)-2-{(2S, 4S)-2-[4-(2-Fluoroethyl)-1-homopiperazinylcarbonyl]pyrrolidin-4-ylthio}-6-[(1R)-1-hydroxyethyl]-1-methyl-1-carbapen-2-em-3-carboxylic acid hydrochloride). As a reaction SMILES: [F:1][CH2:2][CH2:3][N:4]1[CH2:10][CH2:9][CH2:8][N:7]([C:11]([C@@H:13]2[CH2:17][C@H:16]([S:18][C:19]3[C@H:20]([CH3:43])[C@@H:21]4[C@@H:38]([C@H:39]([OH:41])[CH3:40])[C:37](=[O:42])[N:22]4[C:23]=3[C:24]([O:26]CC3C=CC([N+]([O-])=O)=CC=3)=[O:25])[CH2:15][N:14]2C(OCC2C=CC([N+]([O-])=O)=CC=2)=O)=[O:12])[CH2:6][CH2:5]1.[ClH:57]>O1CCCC1.O>[ClH:57].[F:1][CH2:2][CH2:3][N:4]1[CH2:10][CH2:9][CH2:8][N:7]([C:11]([C@@H:13]2[CH2:17][C@H:16]([S:18][C:19]3[C@H:20]([CH3:43])[C@@H:21]4[C@@H:38]([C@H:39]([OH:41])[CH3:40])[C:37](=[O:42])[N:22]4[C:23]=3[C:24]([OH:26])=[O:25])[CH2:15][NH:14]2)=[O:12])[CH2:6][CH2:5]1 |f:4.5|. Reported procedure: 500 mg of 4-nitrobenzyl (1R, 5S, 6S)-2-{(2S, 4S)-2-[4-(2-fluoroethyl)-1-homopiperazinylcarbonyl]-1-(4-nitrobenzyloxycarbonyl)pyrrolidin-4-ylthio}-6-[(1R)-1-hydroxyethyl]-1-methyl-1-carbapen-2-em-3-carboxylate [prepared as described in step (a) above] were dissolved in 12 ml of a 1:1 by volume mixture of tetrahydrofuran and water, after which 0.62 ml of 1N aqueous hydrochloric acid was added, and the mixture was hydrogenated by bubbling hydrogen through it at room temperature for 2 hours in the p...